Dataset: the Open Reaction Database (ORD), a public repository of structured organic reaction records. Task: describe an organic reaction: reactants, conditions, products, and yield Starting materials: C([O-])([O-])=O.[K+].[K+] (potassium carbonate), ClC1=NC=C(C(=N1)Cl)[N+](=O)[O-] (2,4-dichloro-5-nitropyrimidine), C1(CCCC1)NCC(C(=O)OCC)(C)F (ethyl 3-(cyclopentylamino)-2-fluoro-2-methylpropanoate). Run in CC(=O)C (acetone), CC(=O)C (acetone). Run at time 18 hour. The product is ClC1=NC=C(C(=N1)N(CC(C(=O)OCC)(C)F)C1CCCC1)[N+](=O)[O-] (Ethyl 3-((2-chloro-5-nitropyrimidin-4-yl)(cyclopentyl)amino)-2-fluoro-2-methylpropanoate). Reaction SMILES: [Cl:1][C:2]1[N:7]=[C:6](Cl)[C:5]([N+:9]([O-:11])=[O:10])=[CH:4][N:3]=1.[CH:12]1([NH:17][CH2:18][C:19]([F:26])([CH3:25])[C:20]([O:22][CH2:23][CH3:24])=[O:21])[CH2:16][CH2:15][CH2:14][CH2:13]1.C(=O)([O-])[O-].[K+].[K+]>CC(C)=O>[Cl:1][C:2]1[N:7]=[C:6]([N:17]([CH:12]2[CH2:13][CH2:14][CH2:15][CH2:16]2)[CH2:18][C:19]([F:26])([CH3:25])[C:20]([O:22][CH2:23][CH3:24])=[O:21])[C:5]([N+:9]([O-:11])=[O:10])=[CH:4][N:3]=1 |f:2.3.4|. Procedure details: To a solution of 2,4-dichloro-5-nitropyrimidine (2.14 g, 11.0 mmol) in anhydrous acetone (30 ml) at 0° C., was added dropwise a solution of compound ethyl 3-(cyclopentylamino)-2-fluoro-2-methylpropanoate (2 g, 9.22 mmol) in acetone (10 mL) over 10 min. After which, potassium carbonate (3.8 g, 27.7 mmol) was added and the whole was stirred at rt for 18 h. After evaporation in vacuo, the residue was partitioned between ethyl acetate (200 ml) and water (200 ml). The organic layer was washed with Na... The reactants are C(C)(=O)[O-].[Na+] (Sodium acetate), C(C)OC(=O)C(CC(=O)O)=CC=1SC(=CC1)C (3-(ethoxycarbonyl)-4-(5-methyl-2-thienyl)but-3-enoic acid). The solvent is ClCCl (dichloromethane), C(C)(=O)OC(C)=O (acetic anhydride). Yields the product C(C)OC(=O)C1=CC2=C(C=C(S2)C)C(=C1)OC(C)=O (4-(acetyloxy)-2-methyl-1-benzothiophene-6-carboxylic acid ethyl ester). Yield: 60.4%. Reaction SMILES: [C:1]([O-])(=[O:3])[CH3:2].[Na+].[CH2:6]([O:8][C:9]([C:11](=[CH:16][C:17]1[S:18][C:19]([CH3:22])=[CH:20][CH:21]=1)[CH2:12][C:13]([OH:15])=O)=[O:10])[CH3:7]>C(OC(=O)C)(=O)C.ClCCl>[CH2:6]([O:8][C:9]([C:11]1[CH:12]=[C:13]([O:15][C:1](=[O:3])[CH3:2])[C:21]2[CH:20]=[C:19]([CH3:22])[S:18][C:17]=2[CH:16]=1)=[O:10])[CH3:7] |f:0.1|. Reported procedure: Sodium acetate (10 g, 120 mmol) was added under vigorous stirring to a solution of 3-(ethoxycarbonyl)-4-(5-methyl-2-thienyl)but-3-enoic acid (12.3 g, 48 mmol) in 100 mL of acetic anhydride. The reaction mixture was refluxed for 3 h and evaporated in vacuum (˜20 mmHg) at 70° C. until the solvent distillation ceased. The obtained crude product was suspended in 250 mL of dichloromethane. The suspension was filtered. The precipitate was washed by 100 mL of dichloromethane. The combined solutions wer... RXN SMILES: [Cl:1][C:2]1[CH:7]=[CH:6][C:5]([C:8]2[CH:13]=[C:12]([CH:14]3[CH2:16][CH2:15]3)[N:11]3[N:17]=[CH:18][C:19]([C:20]#[CH:21])=[C:10]3[N:9]=2)=[CH:4][CH:3]=1.[NH2:22][C:23]1[CH:28]=[CH:27][C:26](Br)=[CH:25][N:24]=1>>[Cl:1][C:2]1[CH:7]=[CH:6][C:5]([C:8]2[CH:13]=[C:12]([CH:14]3[CH2:16][CH2:15]3)[N:11]3[N:17]=[CH:18][C:19]([C:20]#[C:21][C:26]4[CH:27]=[CH:28][C:23]([NH2:22])=[N:24][CH:25]=4)=[C:10]3[N:9]=2)=[CH:4][CH:3]=1. Product: ClC1=CC=C(C=C1)C1=NC=2N(C(=C1)C1CC1)N=CC2C#CC=2C=CC(=NC2)N (5-[5-(4-Chloro-phenyl)-7-cyclopropyl-pyrazolo[1,5-a]pyrimidin-3-ylethynyl]-pyridin-2-ylamine), solid. The reactants are ClC1=CC=C(C=C1)C1=NC=2N(C(=C1)C1CC1)N=CC2C#C (5-(4-chloro-phenyl)-7-cyclopropyl-3-ethynyl-pyrazolo[1,5-a]pyrimidine), NC1=NC=C(C=C1)Br (2-amino-5-bromopyridine). Yield: 15.0%. Procedure: The title compound was prepared from 5-(4-chloro-phenyl)-7-cyclopropyl-3-ethynyl-pyrazolo[1,5-a]pyrimidine (example C.5) (73 mg, 0.25 mmol) and 2-amino-5-bromopyridine (43 mg, 0.25 mmol) according to general procedure II. Obtained as an orange solid (14 mg, 15%). MS (ISP) 386.3 [(M+H)+]; mp 233-235° C. The reactants are C(C)OC(CN(C(C1=CC(=CC=C1)NC(CCCCCCCCCCCCCCCCC)=O)=O)CC(=O)OCC)=O (N-(2-ethoxy-2-oxoethyl)-N-[3-(1-oxooctadecylamino)benzoyl]glycine ethyl ester), [OH-].[Na+] (NaOH). Run in CO (methanol). Product: C(=O)(O)CN(CC(=O)O)C(C1=CC(=CC=C1)NC(CCCCCCCCCCCCCCCCC)=O)=O (N-(carboxymethyl)-N-[3-(1-oxooctadecylamino)benzoyl]glycine). Yield: 74.2%. As a reaction SMILES: C([O:3][C:4](=[O:41])[CH2:5][N:6]([CH2:35][C:36]([O:38]CC)=[O:37])[C:7](=[O:34])[C:8]1[CH:13]=[CH:12][CH:11]=[C:10]([NH:14][C:15](=[O:33])[CH2:16][CH2:17][CH2:18][CH2:19][CH2:20][CH2:21][CH2:22][CH2:23][CH2:24][CH2:25][CH2:26][CH2:27][CH2:28][CH2:29][CH2:30][CH2:31][CH3:32])[CH:9]=1)C.[OH-].[Na+]>CO>[C:36]([CH2:35][N:6]([C:7](=[O:34])[C:8]1[CH:13]=[CH:12][CH:11]=[C:10]([NH:14][C:15](=[O:33])[CH2:16][CH2:17][CH2:18][CH2:19][CH2:20][CH2:21][CH2:22][CH2:23][CH2:24][CH2:25][CH2:26][CH2:27][CH2:28][CH2:29][CH2:30][CH2:31][CH3:32])[CH:9]=1)[CH2:5][C:4]([OH:41])=[O:3])([OH:38])=[O:37] |f:1.2|. Procedure details: A solution of 3.0 g (5.2 mmol) of N-(2-ethoxy-2-oxoethyl)-N-[3-(1-oxooctadecylamino)benzoyl]glycine ethyl ester and 25 ml (25 mmol) of 1N NaOH in 100 ml of methanol was stirred at reflux for 6 hours. The solvent was removed at reduced pressure, the residue was acidified and the precipitate was filtered and recrystallized from ethyl acetate-hexane to give 2.0 g (74% yield, mp 132°-142° ) of N-(carboxymethyl)-N-[3-(1-oxooctadecylamino)benzoyl]glycine. Starting materials: C(C)(=O)NC1=C(N(C2=CC(=C(C=C12)Br)Cl)C(=O)OCC)C(=O)C1=NC(=CC=C1)C (3-acetylamino-5-bromo-6-chloro-1-(ethoxycarbonyl)-2-(6-methylpyridine-2-carbonyl)indole). Solvent: ClCCl.CO (dichloromethane methanol). Product: C(C)(=O)NC1=C(NC2=CC(=C(C=C12)Br)Cl)C(=O)C1=NC(=CC=C1)C (3-Acetylamino-5-bromo-6-chloro-2-(6-methylpyridine-2-carbonyl)indole). As a reaction SMILES: [C:1]([NH:4][C:5]1[C:13]2[C:8](=[CH:9][C:10]([Cl:15])=[C:11]([Br:14])[CH:12]=2)[N:7](C(OCC)=O)[C:6]=1[C:21]([C:23]1[CH:28]=[CH:27][CH:26]=[C:25]([CH3:29])[N:24]=1)=[O:22])(=[O:3])[CH3:2]>ClCCl.CO>[C:1]([NH:4][C:5]1[C:13]2[C:8](=[CH:9][C:10]([Cl:15])=[C:11]([Br:14])[CH:12]=2)[NH:7][C:6]=1[C:21]([C:23]1[CH:28]=[CH:27][CH:26]=[C:25]([CH3:29])[N:24]=1)=[O:22])(=[O:3])[CH3:2] |f:1.2|. Procedure details: The title compound was prepared according to the procedure described in step 2 of Example 2 (Method A) from 3-acetylamino-5-bromo-6-chloro-1-(ethoxycarbonyl)-2-(6-methylpyridine-2-carbonyl)indole (step 2). m.p.: 234-236° C. (dichloromethane/methanol) 1H-NMR (DMSO-d6) δ: 12.01 (1H, br s), 10.26 (1H, br s), 8.21 (1H, s), 7.98 (1H, t, J=7.7 Hz), 7.86 (1H, d, J=7.7 Hz), 7.85 (1H, s), 7.57 (1H, d, J=7.7 Hz), 2.66 (3H, s), 1.99 (3H, s). Reactants: CC(C)=C (isobutylene), C([O-])([O-])=O.[Na+].[Na+] (sodium carbonate), C(=O)(OCC1=CC=CC=C1)N[C@@H](CC1=CC=C(C=C1)[N+](=O)[O-])C(=O)O (Cbz-4-nitrophenylalanine), S(O)(O)(=O)=O (sulfuric acid). Solvent: C(C)(=O)OCC (ethyl acetate), O1CCOCC1 (dioxane), C(=O)=O (Dry Ice). The product is [N+](=O)([O-])C1=CC=C(C[C@H](N)C(=O)O)C=C1 (4-nitrophenylalanine). Reaction SMILES: C([NH:11][C@H:12]([C:23]([OH:25])=[O:24])[CH2:13][C:14]1[CH:19]=[CH:18][C:17]([N+:20]([O-:22])=[O:21])=[CH:16][CH:15]=1)(OCC1C=CC=CC=1)=O.CC(=C)C.S(=O)(=O)(O)O.C(=O)([O-])[O-].[Na+].[Na+]>O1CCOCC1.C(=O)=O.C(OCC)(=O)C>[N+:20]([C:17]1[CH:16]=[CH:15][C:14]([CH2:13][C@@H:12]([C:23]([OH:25])=[O:24])[NH2:11])=[CH:19][CH:18]=1)([O-:22])=[O:21] |f:3.4.5|. Procedure details: The Cbz-4-nitrophenylalanine (75 g, 0.22 m) is dissolved in dioxane (300 ml). The resulted stirred solution is cooled in Dry Ice bath to −20° C. (internal). The liquefied isobutylene (approx. 290 ml) is added followed by conc. sulfuric acid (35 ml) added in three equal portions, 30 min apart. The addition of acid is a very exothermic process, accompanied by substantial degree of polymerization. Efficient mechanical stirring is essential at this stage. Resulted mixture is stirred for 20 hr, allow... Starting materials: Clc1ccc(-c2cnnc(Cl)c2-c2ccncc2)cc1, NN, O, c1ccncc1. Yields the product NNc1nncc(-c2ccc(Cl)cc2)c1-c1ccncc1. RXN SMILES: [Cl:1][c:2]1[n:3][n:4][cH:5][c:6](-[c:14]2[cH:15][cH:16][c:17]([Cl:20])[cH:18][cH:19]2)[c:7]1-[c:8]1[cH:9][cH:10][n:11][cH:12][cH:13]1.[NH2:22][NH2:23].[OH2:21].[cH:24]1[cH:25][cH:26][n:27][cH:28][cH:29]1>>[c:2]1([NH:22][NH2:23])[n:3][n:4][cH:5][c:6](-[c:14]2[cH:15][cH:16][c:17]([Cl:20])[cH:18][cH:19]2)[c:7]1-[c:8]1[cH:9][cH:10][n:11][cH:12][cH:13]1.